Dataset: the Open Reaction Database (ORD), a public repository of structured organic reaction records. Task: describe an organic reaction: reactants, conditions, products, and yield Reactants: N(=[N+]=[N-])C1CCCCC=2C1=NC=CC2 (9-azido-6,7,8,9-tetrahydro-5H-cyclohepta[b]pyridine), resultant mixture. The product is N1=C2C(=CC=C1)CCCCC2N (6,7,8,9-Tetrahydro-5H-cyclohepta[b]pyridin-9-ylamine). The reagents and catalysts are [Pd] (Palladium). Yield: 88.0%. The solvent is CO (methanol). Procedure details: To a solution of the azide (23.18 g, 0.123 mol) in methanol (150 mL) was added Palladium, 10 wt. % on activated carbon (1.95 g) and the resultant mixture was hydrogenated at 40 psi on a Parr shaker. The mixture was vacuum filtered through celite and the cake was washed with methanol. The solvent was removed from the filtrate under reduced pressure and the oil obtained was distilled (Kugelrohr, bp 105-140° C.@0.2 Torr) to provide 17.56 g (88%) of 6,7,8,9-Tetrahydro-5H-cyclohepta[b]pyridin-9-ylami... RXN SMILES: [N:1]([CH:4]1[C:10]2=[N:11][CH:12]=[CH:13][CH:14]=[C:9]2[CH2:8][CH2:7][CH2:6][CH2:5]1)=[N+]=[N-]>CO.[Pd]>[N:11]1[CH:12]=[CH:13][CH:14]=[C:9]2[CH2:8][CH2:7][CH2:6][CH2:5][CH:4]([NH2:1])[C:10]=12. Starting materials: BrCC=1C=CC(=NC1CBr)C#N (5,6-Bis(bromomethyl)pyridine-2-carbonitrile), C[Si](CCOCN1C(CC=2C1=NC=CC2)=O)(C)C (1-{[2-(trimethylsilyl)ethoxy]methyl}-1,3-dihydro-2H-pyrrolo[2,3-b]pyridin-2-one), C[Si](CCOCN1C(CC=2C1=NC=CC2)=O)(C)C (1-{[2-(trimethylsilyl)ethoxy]methyl}-1,3-dihydro-2H-pyrrolo[2,3-b]pyridin-2-one), C([O-])([O-])=O.[Cs+].[Cs+] (cesium carbonate). Run in CN(C)C=O (DMF). Conditions: time 5 minute. Yields the product O=C1C2(C=3C(=NC=CC3)N1COCC[Si](C)(C)C)CC=1C(=NC(=CC1)C#N)C2 ((±)-2′-Oxo-1′-{[2-(trimethylsilyl)ethoxy]methyl}-1′,2′,5,7-tetrahydrospiro[cyclopenta[b]pyridine-6,3′-pyrrolo[2,3-b]pyridine]-2-carbonitrile). As a reaction SMILES: Br[CH2:2][C:3]1[CH:4]=[CH:5][C:6]([C:11]#[N:12])=[N:7][C:8]=1[CH2:9]Br.[CH3:13][Si:14]([CH3:30])([CH3:29])[CH2:15][CH2:16][O:17][CH2:18][N:19]1[C:23]2=[N:24][CH:25]=[CH:26][CH:27]=[C:22]2[CH2:21][C:20]1=[O:28].C(=O)([O-])[O-].[Cs+].[Cs+]>CN(C=O)C>[O:28]=[C:20]1[N:19]([CH2:18][O:17][CH2:16][CH2:15][Si:14]([CH3:30])([CH3:29])[CH3:13])[C:23]2=[N:24][CH:25]=[CH:26][CH:27]=[C:22]2[C:21]21[CH2:9][C:8]1=[N:7][C:6]([C:11]#[N:12])=[CH:5][CH:4]=[C:3]1[CH2:2]2 |f:2.3.4|. Procedure details: To a solution of 5,6-bis(bromomethyl)pyridine-2-carbonitrile from Step C (1.80 g, 6.21 mmol) and 1-{[2-(trimethylsilyl)ethoxy]methyl}-1,3-dihydro-2H-pyrrolo[2,3-b]pyridin-2-one (1.64 g, 6.21 mmol, described in Intermediate 1) in DMF (207 mL) was added cesium carbonate (6.07 g, 18.6 mmol), portionwise, over 5 min. After 18 h, the mixture was partitioned between CH2Cl2 (100 mL), saturated aqueous NaHCO3 (100 mL) and brine (200 mL). The organic layer was removed and the aqueous layer was extracted ... Starting materials: [Li]CCCC, C1CCOC1, CC=C(C)c1ccc(OC)cc1, [H][H], [SiH3]c1ccccc1. Yields the product COc1ccc(C(C)C)cc1. As a reaction SMILES: [CH2:1]([Li:2])[CH2:3][CH2:4][CH3:5].[CH2:27]1[O:28][CH2:29][CH2:30][CH2:31]1.[CH3:13][O:14][c:15]1[cH:16][cH:17][c:18]([C:21]([CH3:22])=[CH:23][CH3:24])[cH:19][cH:20]1.[H:25][H:26].[c:6]1([SiH3:7])[cH:8][cH:9][cH:10][cH:11][cH:12]1>>[CH3:13][O:14][c:15]1[cH:16][cH:17][c:18]([CH:21]([CH3:22])[CH3:23])[cH:19][cH:20]1.